This data is from the Open Reaction Database (ORD), a public repository of structured organic reaction records. The task is: describe an organic reaction: reactants, conditions, products, and yield Starting materials: C1(CC1)C1=NC(=CC(=C1CO)C(F)(F)F)C1=CC=C(C=C1)OC(F)(F)F ([2-cyclopropyl-6-(4-trifluoromethoxy-phenyl)-4-trifluoromethyl-pyridin-3-yl]-methanol), CN(C(=O)N=NC(=O)N(C)C)C (N,N,N′,N′-tetramethylazodicarboxamide), C(CCC)P(CCCC)CCCC (tributylphosphine), C(C)OC(C(C)(C)OC1=C(C=C(C=C1)O)C)=O (2-(4-hydroxy-2-methyl-phenoxy)-2-methyl-propionic acid ethyl ester). Yields the product C(C)OC(C(C)(C)OC1=C(C=C(C=C1)OCC=1C(=NC(=CC1C(F)(F)F)C1=CC=C(C=C1)OC(F)(F)F)C1CC1)C)=O (2-{4-[2-Cyclopropyl-6-(4-trifluoromethoxy-phenyl)-4-trifluoromethyl-pyridin-3-ylmethoxy]-2-methyl-phenoxy}-2-methyl-propionic acid ethyl ester). Reaction SMILES: [CH2:1]([O:3][C:4](=[O:17])[C:5]([O:8][C:9]1[CH:14]=[CH:13][C:12]([OH:15])=[CH:11][C:10]=1[CH3:16])([CH3:7])[CH3:6])[CH3:2].[CH:18]1([C:21]2[C:26]([CH2:27]O)=[C:25]([C:29]([F:32])([F:31])[F:30])[CH:24]=[C:23]([C:33]3[CH:38]=[CH:37][C:36]([O:39][C:40]([F:43])([F:42])[F:41])=[CH:35][CH:34]=3)[N:22]=2)[CH2:20][CH2:19]1.CN(C)C(N=NC(N(C)C)=O)=O.C(P(CCCC)CCCC)CCC>>[CH2:1]([O:3][C:4](=[O:17])[C:5]([O:8][C:9]1[CH:14]=[CH:13][C:12]([O:15][CH2:27][C:26]2[C:21]([CH:18]3[CH2:20][CH2:19]3)=[N:22][C:23]([C:33]3[CH:34]=[CH:35][C:36]([O:39][C:40]([F:43])([F:41])[F:42])=[CH:37][CH:38]=3)=[CH:24][C:25]=2[C:29]([F:30])([F:32])[F:31])=[CH:11][C:10]=1[CH3:16])([CH3:6])[CH3:7])[CH3:2]. Reported procedure: In analogy to the procedure described in example 43E], 2-(4-hydroxy-2-methyl-phenoxy)-2-methyl-propionic acid ethyl ester (described in WO 02/092590) was reacted with [2-cyclopropyl-6-(4-trifluoromethoxy-phenyl)-4-trifluoromethyl-pyridin-3-yl]-methanol in the presence of N,N,N′,N′-tetramethylazodicarboxamide and tributylphosphine to give the title compound as colorless crystals. Starting materials: O=C([O-])[O-], C1CCOC1, CC#N, Clc1cc(I)cc(Cl)n1, ClCCl, [Na+], [Na+], O=C(c1ccc(B(O)O)cc1)N1CCOCC1, [Pd], c1ccc(P(c2ccccc2)c2ccccc2)cc1, c1ccc(P(c2ccccc2)c2ccccc2)cc1, c1ccc(P(c2ccccc2)c2ccccc2)cc1, c1ccc(P(c2ccccc2)c2ccccc2)cc1. Product: O=C(c1ccc(-c2cc(Cl)nc(Cl)c2)cc1)N1CCOCC1. Reaction SMILES: [C:32](=[O:33])([O-:34])[O-:35].[CH2:27]1[O:28][CH2:29][CH2:30][CH2:31]1.[CH3:38][C:39]#[N:40].[Cl:1][c:2]1[n:3][c:4]([Cl:9])[cH:5][c:6]([I:8])[cH:7]1.[Cl:41][CH2:42][Cl:43].[Na+:36].[Na+:37].[O:10]1[CH2:11][CH2:12][N:13]([C:16](=[O:17])[c:18]2[cH:19][cH:20][c:21]([B:24]([OH:25])[OH:26])[cH:22][cH:23]2)[CH2:14][CH2:15]1.[Pd:120].[c:101]1([P:102]([c:103]2[cH:104][cH:105][cH:106][cH:107][cH:108]2)[c:109]2[cH:110][cH:111][cH:112][cH:113][cH:114]2)[cH:115][cH:116][cH:117][cH:118][cH:119]1.[c:44]1([P:45]([c:46]2[cH:47][cH:48][cH:49][cH:50][cH:51]2)[c:52]2[cH:53][cH:54][cH:55][cH:56][cH:57]2)[cH:58][cH:59][cH:60][cH:61][cH:62]1.[c:63]1([P:64]([c:65]2[cH:66][cH:67][cH:68][cH:69][cH:70]2)[c:71]2[cH:72][cH:73][cH:74][cH:75][cH:76]2)[cH:77][cH:78][cH:79][cH:80][cH:81]1.[c:82]1([P:83]([c:84]2[cH:85][cH:86][cH:87][cH:88][cH:89]2)[c:90]2[cH:91][cH:92][cH:93][cH:94][cH:95]2)[cH:96][cH:97][cH:98][cH:99][cH:100]1>>[Cl:1][c:2]1[n:3][c:4]([Cl:9])[cH:5][c:6](-[c:21]2[cH:20][cH:19][c:18]([C:16]([N:13]3[CH2:12][CH2:11][O:10][CH2:15][CH2:14]3)=[O:17])[cH:23][cH:22]2)[cH:7]1. The yield is 4.2%. As a reaction SMILES: C(=O)(O)[O-].[K+].Cl.[C:7](=[NH:10])([NH2:9])[CH3:8].Br[CH2:12][C:13]([C:15]1[CH:20]=[CH:19][C:18]([CH3:21])=[C:17]([Br:22])[CH:16]=1)=O>O1CCCC1.O>[Br:22][C:17]1[CH:16]=[C:15]([C:13]2[NH:9][C:7]([CH3:8])=[N:10][CH:12]=2)[CH:20]=[CH:19][C:18]=1[CH3:21] |f:0.1,2.3|. Run in O1CCCC1 (tetrahydrofuran), O (water). Reaction conditions: temperature 70 celsius, time 3 hour. Reactants: C([O-])(O)=O.[K+] (Potassium bicarbonate), Cl.C(C)(N)=N (acetimidamide hydrochloride), acetamidamide hydrochloride, C([O-])(O)=O.[K+] (potassium bicarbonate), BrCC(=O)C1=CC(=C(C=C1)C)Br (2-bromo-1-(3-bromo-4-methylphenyl)ethanone). Procedure details: Potassium bicarbonate (2.10 g, 20.7 mmol) was added portionwise to a solution of acetimidamide hydrochloride (1.06 g, 11.2 mmol) in tetrahydrofuran (20 mL) and water (5 mL). The resulting mixture was heated to reflux and 2-bromo-1-(3-bromo-4-methylphenyl)ethanone (preparation 58a, 2.74 g, 9.4 mmol) was added dropwise over a period of 20 minutes. After 3 hours, further acetamidamide hydrochloride (1.06 g, 11.2 mmol) and potassium bicarbonate (1.03 g, 10.1 mmol) were added and the was mixture refl... The product is BrC=1C=C(C=CC1C)C1=CN=C(N1)C (5-(3-Bromo-4-methylphenyl)-2-methyl-1H-imidazole). Starting materials: C[O-].[Na+] (sodium methoxide), COC([C@H](N)CC1=CC=CC=C1)=O (D-phenylalanine methyl ester), Cl (hydrochloric acid). The solvent is CO (methanol). Product: Cl.COC(C(N)CC1=CC=CC=C1)=O (DL-phenylalanine methyl ester hydrochloride). RXN SMILES: [CH3:1][O:2][C:3](=[O:13])[C@@H:4]([CH2:6][C:7]1[CH:12]=[CH:11][CH:10]=[CH:9][CH:8]=1)[NH2:5].C[O-].[Na+].[ClH:17]>CO>[ClH:17].[CH3:1][O:2][C:3](=[O:13])[CH:4]([CH2:6][C:7]1[CH:12]=[CH:11][CH:10]=[CH:9][CH:8]=1)[NH2:5] |f:1.2,5.6|. Procedure details: 5.0 Parts of D-phenylalanine methyl ester, dissolved in 80 parts of methanol, is treated, at room temperature, with 0.90 part of sodium methoxide. The mixture is heated rapidly to reflux and maintained at reflux for about 21/21/2 hours. Then the reaction mixture is cooled, acidified to pH 2 with concentrated hydrochloric acid and evaporated to dryness. The remaining crystalline residue is taken up in water, and sodium carbonate is added. 1,2-Dichloroethane is added to form two phases and the mix... The product is ClC1=C(OCCCC(=O)O)C=CC(=C1Cl)C(C(CCC)=C)=O (4-[2,3-dichloro-4-(2-methylenevaleryl)phenoxy]butyric acid). The reactants are ClC1=C(OCCCC(=O)O)C=CC(=C1Cl)C(CCCC)=O (4-(2,3-dichloro-4-valerylphenoxy)butyric acid), ClC1=C(OCCCC(=O)O)C=CC(=C1Cl)C(CCC)=O (4-(2,3-dichloro-4-butyrylphenoxy)-butyric acid). Reported procedure: By conducting the reaction as described in Example 2, Step B, except that an equimolar amount of 4-(2,3-dichloro-4-valerylphenoxy)butyric acid was substituted for the 4-(2,3-dichloro-4-butyrylphenoxy)-butyric acid, there was obtained 4-[2,3-dichloro-4-(2-methylenevaleryl)phenoxy]butyric acid, m.p. 85°-87° C. RXN SMILES: [Cl:1][C:2]1[C:14]([Cl:15])=[C:13]([C:16](=[O:21])[CH2:17][CH2:18][CH2:19][CH3:20])[CH:12]=[CH:11][C:3]=1[O:4][CH2:5][CH2:6][CH2:7][C:8]([OH:10])=[O:9].Cl[C:23]1C(Cl)=C(C(=O)CCC)C=CC=1OCCCC(O)=O>>[Cl:1][C:2]1[C:14]([Cl:15])=[C:13]([C:16](=[O:21])[C:17](=[CH2:23])[CH2:18][CH2:19][CH3:20])[CH:12]=[CH:11][C:3]=1[O:4][CH2:5][CH2:6][CH2:7][C:8]([OH:10])=[O:9]. Solvent: C(C)O (ethanol), C(C)O (ethanol), C(C)O (ethanol). Reactants: [O-]CC.[Na+] (sodium ethoxide), CC(=CC=O)C (3-Methylbut-2-enal), C(C)(=O)O (Acetic acid), C(C1=CC=CC=C1)OC(=O)NC(C(=O)OCC)C(=O)OCC (Diethyl benzyloxycarbonylaminomalonate). Isolated yield 37.0%. Run at time 24 hour. Reagents/catalysts: [Pd] (palladium on carbon). Reported procedure: Diethyl benzyloxycarbonylaminomalonate (3.09 g, 10 mM) was dissolved in dry ethanol (15 ml) and added to a solution of sodium ethoxide (from 100 mg sodium) in ethanol (3 ml). 3-Methylbut-2-enal (840 mg, 10 mM) in ethanol (6 ml) was added and the solution stirred at 25° for 24 hrs. Acetic acid (0.28 ml) was then added and the solution hydrogenated for 24 hrs using palladium on carbon (10% 500 mg) as catalyst. The solution was filtered, evaporated and the residue chromatographed on silica column u... As a reaction SMILES: C(O[C:9]([NH:11][CH:12]([C:18]([O:20][CH2:21][CH3:22])=[O:19])[C:13]([O:15][CH2:16][CH3:17])=[O:14])=O)C1C=CC=CC=1.[O-]CC.[Na+].[CH3:27][C:28]([CH3:32])=[CH:29]C=O.C(O)(=O)C>C(O)C.[Pd]>[C:18]([C:12]1([C:13]([O:15][CH2:16][CH3:17])=[O:14])[C:28]([CH3:32])([CH3:29])[CH2:27][CH2:9][NH:11]1)([O:20][CH2:21][CH3:22])=[O:19] |f:1.2|. The product is C(=O)(OCC)C1(NCCC1(C)C)C(=O)OCC (2,2-dicarboethoxy-3,3-dimethylpyrrolidine). Starting materials: ClC1=NN2C(C(=C(C(=C2)C2=CC=NN2C2=CC=C(C#N)C=C2)C)C2=CC(=CC=C2)C(F)(F)F)=N1 (4-{5-[2-Chloro-7-methyl-8-(3-trifluoromethyl-phenyl)-[1,2,4]triazolo[1,5-a]pyridin-6-yl]-pyrazol-1-yl}-benzonitrile), C(O)CN (ethanolamine). The product is OCCNC1=NN2C(C(=C(C(=C2)C2=CC=NN2C2=CC=C(C#N)C=C2)C)C2=CC(=CC=C2)C(F)(F)F)=N1 (4-{5-[2-(2-Hydroxy-ethylamino)-7-methyl-8-(3-trifluoromethyl-phenyl)-[1,2,4]triazolo[1,5-a]pyridin-6-yl]-pyrazol-1-yl}-benzonitrile). Reaction SMILES: Cl[C:2]1[N:34]=[C:5]2[C:6]([C:24]3[CH:29]=[CH:28][CH:27]=[C:26]([C:30]([F:33])([F:32])[F:31])[CH:25]=3)=[C:7]([CH3:23])[C:8]([C:10]3[N:14]([C:15]4[CH:22]=[CH:21][C:18]([C:19]#[N:20])=[CH:17][CH:16]=4)[N:13]=[CH:12][CH:11]=3)=[CH:9][N:4]2[N:3]=1.[CH2:35]([CH2:37][NH2:38])[OH:36]>>[OH:36][CH2:35][CH2:37][NH:38][C:2]1[N:34]=[C:5]2[C:6]([C:24]3[CH:29]=[CH:28][CH:27]=[C:26]([C:30]([F:33])([F:32])[F:31])[CH:25]=3)=[C:7]([CH3:23])[C:8]([C:10]3[N:14]([C:15]4[CH:22]=[CH:21][C:18]([C:19]#[N:20])=[CH:17][CH:16]=4)[N:13]=[CH:12][CH:11]=3)=[CH:9][N:4]2[N:3]=1. Procedure details: 4-{5-[2-Chloro-7-methyl-8-(3-trifluoromethyl-phenyl)-[1,2,4]triazolo[1,5-a]pyridin-6-yl]-pyrazol-1-yl}-benzonitrile (Int. 19, 50 mg, 0.104 mmol) in ethanolamine (1.5 mL) was heated under microwave irradiation at 150° C. for 30 mins. The reaction mixture was partitioned between water and DCM and the organic phase was dried (Na2SO4), filtered and concentrated in vacuo. The resultant residue was triturated in MeCN and then purified by preparative C18 HPLC, eluting with a gradient of 20-90% MeCN in ... Reactants: CC(C)(C)C1CCC(OC(=O)CC#N)CC1, CC(C)(C)c1cc(C=O)cc(C(C)(C)C)c1O, C1CCNCC1, CC(=O)O, Cc1ccccc1. Product: CC(C)(C)c1cc(C=C(C#N)C(=O)OC2CCC(C(C)(C)C)CC2)cc(C(C)(C)C)c1O. As a reaction SMILES: [C:18](#[N:19])[CH2:20][C:21](=[O:22])[O:23][CH:24]1[CH2:25][CH2:26][CH:27]([C:30]([CH3:31])([CH3:32])[CH3:33])[CH2:28][CH2:29]1.[C:1]([CH3:2])([CH3:3])([CH3:4])[c:5]1[cH:6][c:7]([CH:8]=[O:9])[cH:10][c:11]([C:14]([CH3:15])([CH3:16])[CH3:17])[c:12]1[OH:13].[CH2:34]1[CH2:35][CH2:36][NH:37][CH2:38][CH2:39]1.[CH3:40][C:41](=[O:42])[OH:43].[CH3:44][c:45]1[cH:46][cH:47][cH:48][cH:49][cH:50]1>>[C:1]([CH3:2])([CH3:3])([CH3:4])[c:5]1[cH:6][c:7]([CH:8]=[C:20]([C:18]#[N:19])[C:21](=[O:22])[O:23][CH:24]2[CH2:25][CH2:26][CH:27]([C:30]([CH3:31])([CH3:32])[CH3:33])[CH2:28][CH2:29]2)[cH:10][c:11]([C:14]([CH3:15])([CH3:16])[CH3:17])[c:12]1[OH:13].